From a dataset of the Open Reaction Database (ORD), a public repository of structured organic reaction records. describe an organic reaction: reactants, conditions, products, and yield The reactants are C(C1=CC=2OCOC2C=C1)(=O)O (piperonylic acid), C(CCl)Cl (EDC), C=1C=CC2=C(C1)N=NN2O (HOBT), TEA, NC(C(CNCC1=CC(=CC=C1)CC)O)CC1=CC(=CC(=C1)F)F (3-Amino-4-(3,5-difluoro-phenyl)-1-(3-ethyl-benzylamino)-butan-2-ol). Solvent: CN(C)C=O (DMF), CN(C)C=O (DMF). Conditions: time 8 hour. Yields the product FC=1C=C(C[C@@H]([C@@H](CNCC2=CC(=CC=C2)CC)O)NC(=O)C2=CC3=C(OCO3)C=C2)C=C(C1)F (N-{(1S,2R)-1-(3,5-difluorobenzyl)-3-[(3-ethylbenzyl)amino]-2-hydroxypropyl}-1,3-benzodioxole-5-carboxamide). As a reaction SMILES: [C:1]([OH:12])(=O)[C:2]1[CH:10]=[CH:9][C:8]2[O:7][CH2:6][O:5][C:4]=2[CH:3]=1.C(Cl)CCl.C1C=CC2N(O)N=NC=2C=1.[NH2:27][CH:28]([CH2:42][C:43]1[CH:48]=[C:47]([F:49])[CH:46]=[C:45]([F:50])[CH:44]=1)[CH:29]([OH:41])[CH2:30][NH:31][CH2:32][C:33]1[CH:38]=[CH:37][CH:36]=[C:35]([CH2:39][CH3:40])[CH:34]=1>CN(C=O)C>[F:49][C:47]1[CH:48]=[C:43]([CH:44]=[C:45]([F:50])[CH:46]=1)[CH2:42][C@H:28]([NH:27][C:1]([C:2]1[CH:10]=[CH:9][C:8]2[O:7][CH2:6][O:5][C:4]=2[CH:3]=1)=[O:12])[C@H:29]([OH:41])[CH2:30][NH:31][CH2:32][C:33]1[CH:38]=[CH:37][CH:36]=[C:35]([CH2:39][CH3:40])[CH:34]=1. Reported procedure: To a solution of piperonylic acid (0.500 g, 3.01 mmol), EDC (0.867 g, 4.52 mmol), HOBT (0.611 g, 4.52 mmol) in anhydrous DMF (10 mL) was added a solution of TEA (1.67 mL, 12.04 mmol), 3-Amino-4-(3,5-difluoro-phenyl)-1-(3-ethyl-benzylamino)-butan-2-ol (1.693 g, 3.01 mmol), and anhydrous DMF (5 mL). Reaction mixture was stirred under nitrogen overnight. Quenched reaction mixture with 10% sodium bicarbonate (aq.) then extracted with ethyl acetate. Washed organic layer with 1N HCl, followed by a was... The reactants are COC(=O)c1nc2c(cc1Br)SCC(=O)N2, [Cl-], ClCCl, [Li+], CN(C)C=O, O, Cl[Pd]Cl, c1ccc(P(c2ccccc2)c2ccccc2)cc1, c1ccc(P(c2ccccc2)c2ccccc2)cc1. Product: COC(=O)c1nc2c(cc1C)SCC(=O)N2. Reaction SMILES: [Br:1][c:2]1[cH:3][c:4]2[c:9]([n:10][c:11]1[C:12](=[O:13])[O:14][CH3:15])[NH:8][C:7](=[O:16])[CH2:6][S:5]2.[Cl-:17].[Cl:24][CH2:25][Cl:26].[Li+:18].[O:19]=[CH:20][N:21]([CH3:22])[CH3:23].[OH2:27].[Pd:28]([Cl:29])[Cl:30].[c:31]1([P:32]([c:33]2[cH:34][cH:35][cH:36][cH:37][cH:38]2)[c:39]2[cH:40][cH:41][cH:42][cH:43][cH:44]2)[cH:45][cH:46][cH:47][cH:48][cH:49]1.[c:50]1([P:51]([c:52]2[cH:53][cH:54][cH:55][cH:56][cH:57]2)[c:58]2[cH:59][cH:60][cH:61][cH:62][cH:63]2)[cH:64][cH:65][cH:66][cH:67][cH:68]1>>[c:2]1([CH3:20])[cH:3][c:4]2[c:9]([n:10][c:11]1[C:12](=[O:13])[O:14][CH3:15])[NH:8][C:7](=[O:16])[CH2:6][S:5]2.